This data is from the Open Reaction Database (ORD), a public repository of structured organic reaction records. The task is: describe an organic reaction: reactants, conditions, products, and yield Starting materials: [Cl-].COC[N+]1(CCCC1)C (N-methoxymethyl-N-methylpyrrolidinium chloride), F[As-](F)(F)(F)(F)F.[Li+] (lithium hexafluoroarsenate), ClCCl (dichloromethane). Run in O (water). Product: F[As-](F)(F)(F)(F)F.COC[N+]1(CCCC1)C (N-methoxymethyl-N-methylpyrrolidinium hexafluoroarsenate). Isolated yield 67.0%. Reaction SMILES: [Cl-].[CH3:2][O:3][CH2:4][N+:5]1([CH3:10])[CH2:9][CH2:8][CH2:7][CH2:6]1.[F:11][As-:12]([F:17])([F:16])([F:15])([F:14])[F:13].[Li+].ClCCl>O>[F:11][As-:12]([F:17])([F:16])([F:15])([F:14])[F:13].[CH3:2][O:3][CH2:4][N+:5]1([CH3:10])[CH2:9][CH2:8][CH2:7][CH2:6]1 |f:0.1,2.3,6.7|. Procedure: In 50.0 g of water was dissolved 25.1 g of N-methoxymethyl-N-methylpyrrolidinium chloride and thereto was added 30.0 g of lithium hexafluoroarsenate (reagent, Aldrich Corp.). The mixture was reacted at room temperature for 1 hour, and 79.2 g of dichloromethane was added to the mixture for extraction. The extract was washed with 100 ml of water 15 times, thereafter concentrated and dried in a vacuum, giving 32.4 g of the desired product in the form of a white solid. Product: CS(=O)(=O)N1CCCSC1=C(Cl)[N+](=O)[O-]. As a reaction SMILES: [CH2:20]([Cl:21])[Cl:22].[CH3:6][S:7](=[O:8])(=[O:9])[N:10]1[C:11](=[CH:16][N+:17](=[O:18])[O-:19])[S:12][CH2:13][CH2:14][CH2:15]1.[S:1]([Cl:2])(=[O:3])([Cl:4])=[O:5]>>[Cl:4][C:16](=[C:11]1[N:10]([S:7]([CH3:6])(=[O:8])=[O:9])[CH2:15][CH2:14][CH2:13][S:12]1)[N+:17](=[O:18])[O-:19]. The reactants are ClCCl, CS(=O)(=O)N1CCCSC1=C[N+](=O)[O-], O=S(=O)(Cl)Cl. Starting materials: C(C=C)N(C(OCC)=O)CC=O (ethyl N-allyl-N-(2-oxoethyl) -carbamate), O[C@@H]1C[C@H](NC1)C(=O)O (trans-4-hydroxyproline). Solvent: CN(C=O)C (dimethylformamide). Yields the product OC1CC2CC3CN(CC3N2C1)C(=O)OCC (Ethyl 10-hydroxy-1,4-diazatricyclo[6.3.0.02,6 ]-undecane-4-carboxylate). RXN SMILES: [CH2:1]([N:4]([CH2:10][CH:11]=O)[C:5](=[O:9])[O:6][CH2:7][CH3:8])[CH:2]=[CH2:3].[OH:13][C@H:14]1[CH2:18][NH:17][C@H:16](C(O)=O)[CH2:15]1>CN(C)C=O>[OH:13][CH:14]1[CH2:18][N:17]2[CH:16]([CH2:3][CH:2]3[CH:11]2[CH2:10][N:4]([C:5]([O:6][CH2:7][CH3:8])=[O:9])[CH2:1]3)[CH2:15]1. Reported procedure: 8.6 g (50 mmol) of ethyl N-allyl-N-(2-oxoethyl) -carbamate are heated at 120° C. overnight with 6.6 g (50 mmol) of trans-4-hydroxyproline in 200 ml of dimethylformamide. The mixture is concentrated and the residue is distilled. Reactants: ICCCC(F)(F)F (1-Iodo-4,4,4-trifluorobutane), N1(CCCCC1)NC(=O)C=1N=C(N(C1C)C1=CC=C(C=C1)O)C1=C(C=C(C=C1)Cl)Cl (2-(2,4-dichlorophenyl)-1-(4-hydroxyphenyl)-5-methyl-1H-imidazole-4-carboxylic acid piperidin-1-ylamide), C(=O)([O-])[O-].[K+].[K+] (K2CO3). Run in CC(=O)C (acetone). Product: N1(CCCCC1)NC(=O)C=1N=C(N(C1C)C1=CC=C(C=C1)OCCCC(F)(F)F)C1=C(C=C(C=C1)Cl)Cl (2-(2,4-Dichlorophenyl)-5-methyl-1-[4-(4,4,4-trifluorobutoxy)-phenyl]-1H-imidazole-4-carboxylic acid piperidin-1-ylamide). Yield: 46.0%. RXN SMILES: I[CH2:2][CH2:3][CH2:4][C:5]([F:8])([F:7])[F:6].[N:9]1([NH:15][C:16]([C:18]2[N:19]=[C:20]([C:31]3[CH:36]=[CH:35][C:34]([Cl:37])=[CH:33][C:32]=3[Cl:38])[N:21]([C:24]3[CH:29]=[CH:28][C:27]([OH:30])=[CH:26][CH:25]=3)[C:22]=2[CH3:23])=[O:17])[CH2:14][CH2:13][CH2:12][CH2:11][CH2:10]1.C([O-])([O-])=O.[K+].[K+]>CC(C)=O>[N:9]1([NH:15][C:16]([C:18]2[N:19]=[C:20]([C:31]3[CH:36]=[CH:35][C:34]([Cl:37])=[CH:33][C:32]=3[Cl:38])[N:21]([C:24]3[CH:25]=[CH:26][C:27]([O:30][CH2:2][CH2:3][CH2:4][C:5]([F:8])([F:7])[F:6])=[CH:28][CH:29]=3)[C:22]=2[CH3:23])=[O:17])[CH2:14][CH2:13][CH2:12][CH2:11][CH2:10]1 |f:2.3.4|. Procedure details: 1-Iodo-4,4,4-trifluorobutane (376 mg, 1.58 mmol) was added dropwise to a suspension of 2-(2,4-dichlorophenyl)-1-(4-hydroxyphenyl)-5-methyl-1H-imidazole-4-carboxylic acid piperidin-1-ylamide, from Ex 2, Step 1 (351 mg, 0.79 mmol) and K2CO3 (218 mg, 1.58 mmol) in 50 ml acetone. The reaction mixture was refluxed overnight, cooled, filtered and concentrated. Flash chromatography (silica, hexane:EtOAc 1:2) afforded 200 mg (46%) of the title compound as a white solid.